From a dataset of the Open Reaction Database (ORD), a public repository of structured organic reaction records. describe an organic reaction: reactants, conditions, products, and yield The reactants are CC(=O)[O-], CC(=O)[O-], CCB(CC)c1cccnc1, CCCC(=O)Nc1nn(COCC[Si](C)(C)C)c2cc(Cl)ccc12, [Cs+], [F-], C1COCCO1, [Pd+2]. The product is CCCC(=O)Nc1nn(COCC[Si](C)(C)C)c2cc(-c3cccnc3)ccc12. As a reaction SMILES: [C:44]([O-:45])(=[O:46])[CH3:47].[C:49]([O-:50])(=[O:51])[CH3:52].[CH2:1]([B:2]([CH2:3][CH3:10])[c:4]1[cH:5][n:6][cH:7][cH:8][cH:9]1)[CH3:11].[Cl:14][c:15]1[cH:16][cH:17][c:18]2[c:19]([NH:32][C:33]([CH2:34][CH2:35][CH3:36])=[O:37])[n:20][n:21]([CH2:24][O:25][CH2:26][CH2:27][Si:28]([CH3:29])([CH3:30])[CH3:31])[c:22]2[cH:23]1.[Cs+:13].[F-:12].[O:38]1[CH2:39][CH2:40][O:41][CH2:42][CH2:43]1.[Pd+2:48]>>[c:4]1(-[c:15]2[cH:16][cH:17][c:18]3[c:19]([NH:32][C:33]([CH2:34][CH2:35][CH3:36])=[O:37])[n:20][n:21]([CH2:24][O:25][CH2:26][CH2:27][Si:28]([CH3:29])([CH3:30])[CH3:31])[c:22]3[cH:23]2)[cH:5][n:6][cH:7][cH:8][cH:9]1. The product is C(C)(C)(C)C1=NN(C(=C1)NC(=O)NC1=CC=C(C=C1)OC1=CC=NC=C1)C1=CC=C(C(=O)NCCN2CCCC2)C=C1 (4-{3-tert-Butyl-5-[({[4-(pyridin-4-yloxy)-phenyl]amino}carbonyl)amino]-1H-pyrazol-1-yl}-N-(2-pyrrolidin-1-ylethyl)benzamide). The yield is 29.0%. Starting materials: N1(CCCC1)CCN (2-pyrrolidin-1-yl-ethylamine), C[Al](C)C (trimethyl aluminum), COC(C1=CC=C(C=C1)N1N=C(C=C1NC(=O)NC1=CC=C(C=C1)OC1=CC=NC=C1)C(C)(C)C)=O (4-(3-tert-butyl-5-{3-[4-(pyridin-4-yloxy)phenyl]ureido}pyrazol-1-yl}benzoic acid methyl ester). Procedure: To a solution of 2-pyrrolidin-1-yl-ethylamine in DCE was added trimethyl aluminum (1.03 mmol, 0.51 mL of 2N solution in DCM). After the reaction was stirred at ambient temperature for 30 minutes, a solution of 4-(3-tert-butyl-5-{3-[4-(pyridin-4-yloxy)phenyl]ureido}pyrazol-1-yl}benzoic acid methyl ester (100 mg, 0.21 mmol) in DCE was added, and the reaction mixture was stirred at 80° C. for 16 h. The reaction mixture was quenched with two drops of water, dried over MgSO4, filtered, and evaporated... Reaction conditions: time 30 minute. Solvent: ClCCCl (DCE), ClCCCl (DCE). As a reaction SMILES: [N:1]1([CH2:6][CH2:7][NH2:8])[CH2:5][CH2:4][CH2:3][CH2:2]1.C[Al](C)C.C[O:14][C:15](=O)[C:16]1[CH:21]=[CH:20][C:19]([N:22]2[C:26]([NH:27][C:28]([NH:30][C:31]3[CH:36]=[CH:35][C:34]([O:37][C:38]4[CH:43]=[CH:42][N:41]=[CH:40][CH:39]=4)=[CH:33][CH:32]=3)=[O:29])=[CH:25][C:24]([C:44]([CH3:47])([CH3:46])[CH3:45])=[N:23]2)=[CH:18][CH:17]=1>ClCCCl>[C:44]([C:24]1[CH:25]=[C:26]([NH:27][C:28]([NH:30][C:31]2[CH:32]=[CH:33][C:34]([O:37][C:38]3[CH:43]=[CH:42][N:41]=[CH:40][CH:39]=3)=[CH:35][CH:36]=2)=[O:29])[N:22]([C:19]2[CH:18]=[CH:17][C:16]([C:15]([NH:8][CH2:7][CH2:6][N:1]3[CH2:5][CH2:4][CH2:3][CH2:2]3)=[O:14])=[CH:21][CH:20]=2)[N:23]=1)([CH3:47])([CH3:45])[CH3:46]. Reactants: Cn1nc(S(=O)(=O)c2cccc3ccccc23)c2cc(N3CCC(NC(=O)OC(C)(C)C)C3)ccc21, ClCCl, O=C(O)C(F)(F)F. The product is Cn1nc(S(=O)(=O)c2cccc3ccccc23)c2cc(N3CCC(N)C3)ccc21. RXN SMILES: [CH3:1][n:2]1[n:3][c:4]([S:24](=[O:25])(=[O:26])[c:27]2[cH:28][cH:29][cH:30][c:31]3[cH:32][cH:33][cH:34][cH:35][c:36]23)[c:5]2[cH:6][c:7]([N:11]3[CH2:12][CH:13]([NH:16][C:17](=[O:18])[O:19][C:20]([CH3:21])([CH3:22])[CH3:23])[CH2:14][CH2:15]3)[cH:8][cH:9][c:10]12.[Cl:44][CH2:45][Cl:46].[OH:37][C:38]([C:39]([F:40])([F:41])[F:42])=[O:43]>>[CH3:1][n:2]1[n:3][c:4]([S:24](=[O:25])(=[O:26])[c:27]2[cH:28][cH:29][cH:30][c:31]3[cH:32][cH:33][cH:34][cH:35][c:36]23)[c:5]2[cH:6][c:7]([N:11]3[CH2:12][CH:13]([NH2:16])[CH2:14][CH2:15]3)[cH:8][cH:9][c:10]12.